From a dataset of the Open Reaction Database (ORD), a public repository of structured organic reaction records. describe an organic reaction: reactants, conditions, products, and yield Reactants: CCOC(=O)c1cc(C(C)(C)C)nn1-c1ccc2ncccc2c1, [Li+], [OH-]. Product: CC(C)(C)c1cc(C(=O)O)n(-c2ccc3ncccc3c2)n1. RXN SMILES: [C:3]([CH3:4])([CH3:5])([CH3:6])[c:7]1[n:8][n:9](-[c:17]2[cH:18][c:19]3[cH:20][cH:21][cH:22][n:23][c:24]3[cH:25][cH:26]2)[c:10]([C:12](=[O:13])[O:14][CH2:15][CH3:16])[cH:11]1.[Li+:1].[OH-:2]>>[C:3]([CH3:4])([CH3:5])([CH3:6])[c:7]1[n:8][n:9](-[c:17]2[cH:18][c:19]3[cH:20][cH:21][cH:22][n:23][c:24]3[cH:25][cH:26]2)[c:10]([C:12](=[O:13])[OH:14])[cH:11]1. The reactants are C(C1=CC=CC=C1)(=O)O[C@H]1[C@@H]([C@H](O[C@H]1COC(C1=CC=CC=C1)=O)N1C(=O)NC(=O)C=C1)O (1-(3,5-di-O-benzoyl-β-L-xylofuranosyl)-uracil). Run in CO (methanol), O (water). Run at time 2 day. Product: [C@H]1(C[C@H](O)[C@@H](O1)CO)N1C(=O)NC(=O)C=C1 (1-(2-Deoxy-β-L-threo-pentofuranosyl)uracil). The yield is 82.0%. As a reaction SMILES: C([O:9][C@@H:10]1[C@H:14]([CH2:15][O:16]C(=O)C2C=CC=CC=2)[O:13][C@H:12]([N:25]2[CH:32]=[CH:31][C:29](=[O:30])[NH:28][C:26]2=[O:27])[C@H:11]1O)(=O)C1C=CC=CC=1>CO.O>[C@H:12]1([N:25]2[CH:32]=[CH:31][C:29](=[O:30])[NH:28][C:26]2=[O:27])[O:13][C@@H:14]([CH2:15][OH:16])[C@@H:10]([OH:9])[CH2:11]1. Procedure: A solution of 1-(3,5-di-O-benzoyl-β-L-xylofuranosyl)-uracil (6a) (1.4 g: 3.21 mmol) in ammoniacal methanol (previously saturated at 10° C. and hermetically closed) (90 ml) is stirred for two days at room temperature. The solution is evaporated several times with methanol under reduced pressure. The crude material obtained is dissolved in water and the resulting solution is washed several times with chloroform. The aqueous phase is evaporated and the residue is directly crystallized from methanol...